This data is from the Open Reaction Database (ORD), a public repository of structured organic reaction records. The task is: describe an organic reaction: reactants, conditions, products, and yield Reactants: c1ccc(CN2CCOc3ccccc3C2)cc1, CCO, O=C(Nc1nccc2cc(CO)ccc12)c1ccccc1, [Pd]. Product: c1ccc2c(c1)CNCCO2. As a reaction SMILES: [CH2:1]([c:2]1[cH:3][cH:4][cH:5][cH:6][cH:7]1)[N:8]1[CH2:9][CH2:10][O:11][c:12]2[c:13]([cH:15][cH:16][cH:17][cH:18]2)[CH2:14]1.[CH3:40][CH2:41][OH:42].[OH:19][CH2:20][c:21]1[cH:22][c:23]2[c:24]([cH:25][cH:26]1)[c:27]([NH:28][C:29](=[O:30])[c:31]1[cH:32][cH:33][cH:34][cH:35][cH:36]1)[n:37][cH:38][cH:39]2.[Pd:43]>>[NH:8]1[CH2:9][CH2:10][O:11][c:12]2[c:13]([cH:15][cH:16][cH:17][cH:18]2)[CH2:14]1. Reactants: BrC(C)Br (dibromoethane), OC1=CC=C(C=O)C=C1 (4-hydroxybenzaldehyde), C([O-])([O-])=O.[K+].[K+] (potassium carbonate), CN(C)C=O (DMF). Solvent: O (water). Run at temperature 30 celsius, time 45 minute. Yields the product BrCCOC1=CC=C(C=O)C=C1 (4-(2-Bromoethoxy)benzaldehyde). The yield is 45.3%. Reaction SMILES: [OH:1][C:2]1[CH:9]=[CH:8][C:5]([CH:6]=[O:7])=[CH:4][CH:3]=1.C(=O)([O-])[O-].[K+].[K+].CN(C=O)C.[Br:21][CH:22](Br)[CH3:23]>O>[Br:21][CH2:22][CH2:23][O:1][C:2]1[CH:9]=[CH:8][C:5]([CH:6]=[O:7])=[CH:4][CH:3]=1 |f:1.2.3|. Reported procedure: A mixture of 4-hydroxybenzaldehyde (10.0 g, 82 mmol) and potassium carbonate (46 g, 326 mmol) was placed into 2 L round bottom flask, and DMF (150 mL) was added. The mixture was stirred for 45 min. and dibromoethane (46 g) was added in one portion, then the reaction mixture was allowed to stir at 25-35° C. for 96 hrs under a nitrogen atmosphere. The reaction mixture was cooled to 25-35° C. and then poured into water (500 mL). The mixture was extracted with EtOAc (3×100 mL), combined organic laye... Starting materials: COc1ccc(CN2CCC(F)(F)CC(NS(=O)(=O)c3ccc(Cl)cn3)C2=O)c(OC)c1, ClCCl, O=S(=O)(O)C(F)(F)F, O=C(O)C(F)(F)F. The product is O=C1NCCC(F)(F)CC1NS(=O)(=O)c1ccc(Cl)cn1. As a reaction SMILES: [CH3:16][O:17][c:18]1[cH:19][c:20]([O:42][CH3:43])[cH:44][cH:45][c:46]1[CH2:47][N:21]1[C:22](=[O:41])[CH:23]([NH:30][S:31](=[O:32])(=[O:33])[c:34]2[n:35][cH:36][c:37]([Cl:40])[cH:38][cH:39]2)[CH2:24][C:25]([F:28])([F:29])[CH2:26][CH2:27]1.[Cl:48][CH2:49][Cl:50].[F:1][C:2]([F:3])([F:4])[S:5]([OH:6])(=[O:7])=[O:8].[F:9][C:10]([F:11])([F:12])[C:13]([OH:14])=[O:15]>>[NH:21]1[C:22](=[O:41])[CH:23]([NH:30][S:31](=[O:32])(=[O:33])[c:34]2[n:35][cH:36][c:37]([Cl:40])[cH:38][cH:39]2)[CH2:24][C:25]([F:28])([F:29])[CH2:26][CH2:27]1. Reactants: CC(C)CC(OC(=O)Cl)C(=O)OCc1ccccc1, CCOC(C)=O, Cl, CN(C)C(=O)C(N)C(C)(C)C. Product: CC(C)CC(OC(=O)NC(C(=O)N(C)C)C(C)(C)C)C(=O)OCc1ccccc1. As a reaction SMILES: [CH2:13]([c:14]1[cH:15][cH:16][cH:17][cH:18][cH:19]1)[O:20][C:21]([CH:22]([CH2:23][CH:24]([CH3:25])[CH3:26])[O:27][C:28](=[O:29])[Cl:30])=[O:31].[CH3:32][CH2:33][O:34][C:35](=[O:36])[CH3:37].[ClH:1].[NH2:2][CH:3]([C:4](=[O:5])[N:6]([CH3:7])[CH3:8])[C:9]([CH3:10])([CH3:11])[CH3:12]>>[NH:2]([CH:3]([C:4](=[O:5])[N:6]([CH3:7])[CH3:8])[C:9]([CH3:10])([CH3:11])[CH3:12])[C:28]([O:27][CH:22]([C:21]([O:20][CH2:13][c:14]1[cH:15][cH:16][cH:17][cH:18][cH:19]1)=[O:31])[CH2:23][CH:24]([CH3:25])[CH3:26])=[O:29]. The reactants are IC1=NC=CN=C1 (2-Iodopyrazine), C([O-])([O-])=O.[Cs+].[Cs+] (cesium carbonate), OC1=CC=C(C#N)C=C1 (4-hydroxybenzonitrile), Cl.CN(CC(=O)O)C (N,N-dimethylglycine hydrochloride). The reagents and catalysts are [Cu]I (copper(I) iodide). Run in O1CCOCC1 (1,4-dioxane). Run at temperature 90 celsius. Yields the product N1=C(C=NC=C1)OC1=CC=C(C#N)C=C1 (4-(pyrazin-2-yloxy)benzonitrile). Isolated yield 86.7%. As a reaction SMILES: I[C:2]1[CH:7]=[N:6][CH:5]=[CH:4][N:3]=1.C(=O)([O-])[O-].[Cs+].[Cs+].[OH:14][C:15]1[CH:22]=[CH:21][C:18]([C:19]#[N:20])=[CH:17][CH:16]=1.Cl.CN(C)CC(O)=O>[Cu]I.O1CCOCC1>[N:3]1[CH:4]=[CH:5][N:6]=[CH:7][C:2]=1[O:14][C:15]1[CH:22]=[CH:21][C:18]([C:19]#[N:20])=[CH:17][CH:16]=1 |f:1.2.3,5.6|. Reported procedure: 2-Iodopyrazine (2.00 g, 9.42 mmol), copper(I) iodide (366 mg, 1.88 mmol), cesium carbonate (6.14 g, 18.84 mmol), 4-hydroxybenzonitrile (1.68 g, 14.13 mmol) and N,N-dimethylglycine hydrochloride (398 mg, 2.83 mmol) were dried and placed under nitrogen and then degassed 1,4-dioxane (25.0 mL) was added. The whole mixture was heated at 90° C. for 138 hours. The cooled mixture was partitioned between ethyl acetate (50 mL) and water (50 mL). The organic layer was separated and the aqueous layer was ex... The reactants are C(C(=O)C(F)(F)F)C(=O)C(F)(F)F (HFAc), [Cu]=O (copper oxide). The product is C(=C(\O)/C(F)(F)F)\C(=O)C(F)(F)F.C(=C(\O)/C(F)(F)F)\C(=O)C(F)(F)F.[Cu] (Copper(II) hexafluoroacetylacetonate). RXN SMILES: [CH2:1]([C:8]([C:10]([F:13])([F:12])[F:11])=[O:9])[C:2]([C:4]([F:7])([F:6])[F:5])=[O:3].[Cu:14]=O>>[CH:1](/[C:2]([C:4]([F:5])([F:6])[F:7])=[O:3])=[C:8](\[C:10]([F:11])([F:13])[F:12])/[OH:9].[CH:1](/[C:2]([C:4]([F:5])([F:6])[F:7])=[O:3])=[C:8](\[C:10]([F:11])([F:13])[F:12])/[OH:9].[Cu:14] |f:2.3.4|. Reported procedure: When HFAc is reacted with copper oxide, it yields Copper(II) hexafluoroacetylacetonate (Cu(II)(HFAc)2) according to the following reaction: Cu2O+2H+Hfac→Cu(HFAc)2+H2O